From a dataset of the Open Reaction Database (ORD), a public repository of structured organic reaction records. describe an organic reaction: reactants, conditions, products, and yield The reactants are C(C1=CC=CC=C1)OC=1C2=C(C=3C(CN(C3C1)C(=O)OC(C)(C)C)CCl)C=C(C=C2)C#N (5-Benzyloxy-3-(tert-butyloxycarbonyl)-1-(chloromethyl)-8-cyano-1,2-dihydro-3H-benz[e]indole), N#N (N2). The reagents and catalysts are [Pd] (Pd-C). The solvent is CCOC(=O)C (EtOAc), C1CCOC1 (THF). Reaction conditions: temperature 25 celsius, time 2.5 hour. Product: C(C)(C)(C)OC(=O)N1CC(C=2C3=C(C(=CC12)O)C=CC(=C3)C#N)CCl (3-(tert-Butyloxycarbonyl)-1-(chloromethyl)-8-cyano-5-hydroxy-1,2-dihydro-3H-benz[e]indole). Isolated yield 100.1%. As a reaction SMILES: C([O:8][C:9]1[C:10]2[CH:30]=[CH:29][C:28]([C:31]#[N:32])=[CH:27][C:11]=2[C:12]2[CH:13]([CH2:25][Cl:26])[CH2:14][N:15]([C:18]([O:20][C:21]([CH3:24])([CH3:23])[CH3:22])=[O:19])[C:16]=2[CH:17]=1)C1C=CC=CC=1.N#N>CCOC(C)=O.C1COCC1.[Pd]>[C:21]([O:20][C:18]([N:15]1[C:16]2[CH:17]=[C:9]([OH:8])[C:10]3[CH:30]=[CH:29][C:28]([C:31]#[N:32])=[CH:27][C:11]=3[C:12]=2[CH:13]([CH2:25][Cl:26])[CH2:14]1)=[O:19])([CH3:24])([CH3:23])[CH3:22]. Procedure details: A solution of 22 (71.5 mg, 0.159 mmol) and 10% Pd-C (40 mg) in anhydrous EtOAc (5 mL) was degassed with a stream of N2 for 30 s. The resulting mixture was placed under an atmosphere of H2 and stirred at 25° C. for 2.5 h. The mixture was diluted with THF (1 mL) and filtered through Celite (EtOAc wash). The solvent was removed in vacuo. Chromatography (SiO2, 1.5×6 cm, 20% EtOAc-hexane) afforded 23 (57.1 mg, 57.1 mg theoretical, 100%) as a white solid: 1H NMR (CDCl3, 400 MHz) δ8.25 (d, 1H, J=8.7 Hz...